From a dataset of the Open Reaction Database (ORD), a public repository of structured organic reaction records. describe an organic reaction: reactants, conditions, products, and yield The reactants are COC(=O)C=1N(N=C(C1)OCC=1C(=NOC1C)C1=NC=C(C=C1)F)C (5-[3-(5-fluoro-pyridin-2-yl)-5-methyl-isoxazol-4-ylmethoxy]-2-methyl-2H-pyrazole-3-carboxylic acid methyl ester), CN(N)C (N,N-dimethylhydrazine). The product is CN(NC(=O)C=1N(N=C(C1)OCC=1C(=NOC1C)C1=NC=C(C=C1)F)C)C (5-[3-(5-Fluoro-pyridin-2-yl)-5-methyl-isoxazol-4-ylmethoxy]-2-methyl-2H-pyrazole-3-carboxylic acid N′,N′-dimethyl-hydrazide). Isolated yield 94.0%. RXN SMILES: CO[C:3]([C:5]1[N:6]([CH3:25])[N:7]=[C:8]([O:10][CH2:11][C:12]2[C:13]([C:18]3[CH:23]=[CH:22][C:21]([F:24])=[CH:20][N:19]=3)=[N:14][O:15][C:16]=2[CH3:17])[CH:9]=1)=[O:4].[CH3:26][N:27]([CH3:29])[NH2:28]>>[CH3:26][N:27]([CH3:29])[NH:28][C:3]([C:5]1[N:6]([CH3:25])[N:7]=[C:8]([O:10][CH2:11][C:12]2[C:13]([C:18]3[CH:23]=[CH:22][C:21]([F:24])=[CH:20][N:19]=3)=[N:14][O:15][C:16]=2[CH3:17])[CH:9]=1)=[O:4]. Procedure details: As described for example 81c, 5-[3-(5-fluoro-pyridin-2-yl)-5-methyl-isoxazol-4-ylmethoxy]-2-methyl-2H-pyrazole-3-carboxylic acid methyl ester (73 mg, 0.21 mmol) was converted, using N,N-dimethylhydrazine instead of morpholine, to the title compound (74 mg, 94%) which was obtained as a colorless oil. MS: m/e=375.2 [M+H]+. The reactants are C(=O)([O-])[O-].[K+].[K+] (K2CO3), C18H27FNO4, C(=O)(O)[O-].[Na+] (NaHCO3), ClC(=O)OCC (Ethyl chloroformate), NCCC1OC(CC1)CCC1=C(C=CC(=C1)F)OC (2-Aminoethyl-5-(2′-methoxy-5′-fluorophenethyl)tetrahydrofuran). The solvent is CO.C(Cl)Cl (MeOH CH2Cl2), C1CCOC1 (THF), C1CCOC1 (THF). Run at temperature 0 celsius, time 0.5 hour. Product: C(C)OC(NCCC1OC(CC1)CCC1=C(C=CC(=C1)F)OC)=O ((2-{5-[2-(5-Fluoro-2-methoxy-phenyl)-ethyl]-tetrahydro-furan-2-yl}-ethyl)-carbamic ethyl ester). As a reaction SMILES: C([O-])([O-])=O.[K+].[K+].Cl[C:8]([O:10][CH2:11][CH3:12])=[O:9].[NH2:13][CH2:14][CH2:15][CH:16]1[CH2:20][CH2:19][CH:18]([CH2:21][CH2:22][C:23]2[CH:28]=[C:27]([F:29])[CH:26]=[CH:25][C:24]=2[O:30][CH3:31])[O:17]1.C([O-])(O)=O.[Na+]>C1COCC1.CO.C(Cl)Cl>[CH2:11]([O:10][C:8](=[O:9])[NH:13][CH2:14][CH2:15][CH:16]1[CH2:20][CH2:19][CH:18]([CH2:21][CH2:22][C:23]2[CH:28]=[C:27]([F:29])[CH:26]=[CH:25][C:24]=2[O:30][CH3:31])[O:17]1)[CH3:12] |f:0.1.2,5.6,8.9|. Reported procedure: Into a flame dried 20 mL vial was placed K2CO3 (239 mg, 1.73 mmol, 6.0 eq) and anhydrous THF (5.0 mL). The vial was purged with Ar(g) and then cooled in an ice bath. Ethyl chloroformate (156 mg, 1.44 mmol, 5.0 eq) was then added via syringe followed by slow addition of 14 (77 mg, 0.29 mmol, 1.0 eq) dissolved in THF (1.5 mL). The reaction was stirred at 0° C. for 0.5 hrs and then warmed to rt and allowed to stir an additional 3 hrs. The reaction was then stopped with sat. NaHCO3(aq) and extracted... The reactants are NC1=NC=CC(=N1)N1N=C(C2=CC=C(C=C12)C#CC(C)(C1=NOC(=C1)COC1OCCCC1)O)C(=O)N(C)C (1-(2-aminopyrimidin-4-yl)-6-(3-hydroxy-3-{5-[(oxan-2-yloxy)methyl]-1,2-oxazol-3-yl}but-1-yn-1-yl)-N,N-dimethylindazole-3-carboxamide), CC1=CC=C(C=C1)S(=O)(=O)[O-].[NH+]1=CC=CC=C1 (pyridinium 4-methylbenzenesulfonate), CC1=CC=C(C=C1)S(=O)(=O)[O-].[NH+]1=CC=CC=C1 (pyridinium 4-methylbenzenesulfonate). The solvent is CO (methanol). Reaction conditions: temperature 55 celsius, time 3 day. The product is NC1=NC=CC(=N1)N1N=C(C2=CC=C(C=C12)C#CC(C)(C1=NOC(=C1)CO)O)C(=O)N(C)C (1-(2-aminopyrimidin-4-yl)-6-{3-hydroxy-3-[5-(hydroxymethyl)-1,2-oxazol-3-yl]but-1-yn-1-yl}-N,N-dimethyl-1H-indazole-3-carboxamide). RXN SMILES: [NH2:1][C:2]1[N:7]=[C:6]([N:8]2[C:16]3[C:11](=[CH:12][CH:13]=[C:14]([C:17]#[C:18][C:19]([OH:34])([C:21]4[CH:25]=[C:24]([CH2:26][O:27]C5CCCCO5)[O:23][N:22]=4)[CH3:20])[CH:15]=3)[C:10]([C:35]([N:37]([CH3:39])[CH3:38])=[O:36])=[N:9]2)[CH:5]=[CH:4][N:3]=1.CC1C=CC(S([O-])(=O)=O)=CC=1.[NH+]1C=CC=CC=1>CO>[NH2:1][C:2]1[N:7]=[C:6]([N:8]2[C:16]3[C:11](=[CH:12][CH:13]=[C:14]([C:17]#[C:18][C:19]([OH:34])([C:21]4[CH:25]=[C:24]([CH2:26][OH:27])[O:23][N:22]=4)[CH3:20])[CH:15]=3)[C:10]([C:35]([N:37]([CH3:39])[CH3:38])=[O:36])=[N:9]2)[CH:5]=[CH:4][N:3]=1 |f:1.2|. Procedure details: A solution of 1-(2-aminopyrimidin-4-yl)-6-(3-hydroxy-3-{5-[(oxan-2-yloxy)methyl]-1,2-oxazol-3-yl}but-1-yn-1-yl)-N,N-dimethylindazole-3-carboxamide (110 mg, 0.21 mmol) and pyridinium 4-methylbenzenesulfonate (5.18 mg, 0.2 mmol) in methanol (3 mL) was stirred at 60° C. for 1 hr, and then at RT for 3 days. Additional pyridinium 4-methylbenzenesulfonate was then added (20 mg, 0.8 mmol) and the reaction stirred at 55° C. for 1 hr. The reaction mixture was concentrated in vacuo and then saturated aque... Starting materials: COC1=CC=C(C=C1)[C@H]1C[C@@H](N(C[C@@H]1OCC=1C=CC2=C(N(CCO2)CCCOC)C1)S(=O)(=O)C1=CC=C(C=C1)C)CC(=O)O ([(2R,4R,5R)-4-(4-methoxy-phenyl)-5-[4-(3-methoxy-propyl)-3,4-dihydro-2H-benzo[1,4]oxazin-6-ylmethoxy]-1-(toluene-4-sulfonyl)-piperidin-2-yl]-acetic acid), Cl.CNOC (N,O-dimethylhydroxylamine hydrochloride). Product: CON(C(C[C@@H]1N(C[C@@H]([C@H](C1)C1=CC=C(C=C1)OC)OCC=1C=CC2=C(N(CCO2)CCCOC)C1)S(=O)(=O)C1=CC=C(C=C1)C)=O)C (N-Methoxy-2-[(2R,4R,5R)-4-(4-methoxy-phenyl)-5-[4-(3-methoxy-propyl)-3,4-dihydro-2H-benzo[1,4]oxazin-6-ylmethoxy]-1-(toluene-4-sulfonyl)-piperidin-2-yl]-N-methyl-acetamide). Reaction SMILES: [CH3:1][O:2][C:3]1[CH:8]=[CH:7][C:6]([C@@H:9]2[C@@H:14]([O:15][CH2:16][C:17]3[CH:18]=[CH:19][C:20]4[O:25][CH2:24][CH2:23][N:22]([CH2:26][CH2:27][CH2:28][O:29][CH3:30])[C:21]=4[CH:31]=3)[CH2:13][N:12]([S:32]([C:35]3[CH:40]=[CH:39][C:38]([CH3:41])=[CH:37][CH:36]=3)(=[O:34])=[O:33])[C@@H:11]([CH2:42][C:43]([OH:45])=O)[CH2:10]2)=[CH:5][CH:4]=1.Cl.[CH3:47][NH:48][O:49][CH3:50]>>[CH3:50][O:49][N:48]([CH3:47])[C:43](=[O:45])[CH2:42][C@H:11]1[CH2:10][C@H:9]([C:6]2[CH:7]=[CH:8][C:3]([O:2][CH3:1])=[CH:4][CH:5]=2)[C@@H:14]([O:15][CH2:16][C:17]2[CH:18]=[CH:19][C:20]3[O:25][CH2:24][CH2:23][N:22]([CH2:26][CH2:27][CH2:28][O:29][CH3:30])[C:21]=3[CH:31]=2)[CH2:13][N:12]1[S:32]([C:35]1[CH:36]=[CH:37][C:38]([CH3:41])=[CH:39][CH:40]=1)(=[O:34])=[O:33] |f:1.2|. Procedure: According to general procedure D, 0.79 g of [(2R,4R,5R)-4-(4-methoxy-phenyl)-5-[4-(3-methoxy-propyl)-3,4-dihydro-2H-benzo[1,4]oxazin-6-ylmethoxy]-1-(toluene-4-sulfonyl)-piperidin-2-yl]-acetic acid (from example 25f) are reacted with N,O-dimethylhydroxylamine hydrochloride to afford the title compound as a colourless foam. Rf=0.44 (EtOAc-heptane 5:1); Rt=5.00. Reactants: BrCBr, C1CCOC1, CCOCC, [Cl-], [Cl-], [Cl-], [Cl-], ClCCl, Cl, CCC(=O)c1ccc(F)c(F)c1OC, Cl[Pb]Cl, [Ti+4], [Zn]. The product is C=C(CC)c1ccc(F)c(F)c1OC. As a reaction SMILES: [Br:4][CH2:5][Br:6].[CH2:22]1[O:23][CH2:24][CH2:25][CH2:26]1.[CH3:30][CH2:31][O:32][CH2:33][CH3:34].[Cl-:36].[Cl-:38].[Cl-:39].[Cl-:40].[Cl:27][CH2:28][Cl:29].[ClH:21].[F:7][c:8]1[c:9]([O:19][CH3:20])[c:10]([C:15]([CH2:16][CH3:17])=[O:18])[cH:11][cH:12][c:13]1[F:14].[Pb:1]([Cl:2])[Cl:3].[Ti+4:37].[Zn:35]>>[CH2:5]=[C:15]([c:10]1[c:9]([O:19][CH3:20])[c:8]([F:7])[c:13]([F:14])[cH:12][cH:11]1)[CH2:16][CH3:17]. Starting materials: C(C)(C)(C)C1=CC=C(C=C1)C1=CC(=CC=2C(CCC(C12)(C)C)(C)C)C(C#C)O (1-[4-(4-tert-butylphenyl)-5,5,8,8-tetramethyl-5,6,7,8-tetrahydro-2-naphthyl]prop-2-yn-1-ol), IC1=CC=C(C(=O)O)C=C1 (4-iodobenzoic acid). Reagents/catalysts: Cl[Pd]([P](C1=CC=CC=C1)(C2=CC=CC=C2)C3=CC=CC=C3)([P](C4=CC=CC=C4)(C5=CC=CC=C5)C6=CC=CC=C6)Cl (bis(triphenylphosphine)dichloropalladium), [Cu](I)I (copper iodide). Product: OC(C#CC1=CC=C(C(=O)O)C=C1)C1=CC=2C(CCC(C2C(=C1)C1=CC=C(C=C1)C)(C)C)(C)C (4-[3-Hydroxy-3-(5,5,8,8-tetramethyl-4-p-tolyl-5,6,7,8-tetrahydro-2-naphthyl)prop-1-ynyl]benzoic Acid). Yield: 72.0%. Reaction SMILES: [C:1]([C:5]1[CH:10]=[CH:9][C:8]([C:11]2[C:20]3[C:19]([CH3:22])([CH3:21])[CH2:18][CH2:17][C:16]([CH3:24])([CH3:23])[C:15]=3[CH:14]=[C:13]([CH:25]([OH:28])[C:26]#[CH:27])[CH:12]=2)=[CH:7][CH:6]=1)(C)(C)C.I[C:30]1[CH:38]=[CH:37][C:33]([C:34]([OH:36])=[O:35])=[CH:32][CH:31]=1>[Cu](I)I.Cl[Pd](Cl)([P](C1C=CC=CC=1)(C1C=CC=CC=1)C1C=CC=CC=1)[P](C1C=CC=CC=1)(C1C=CC=CC=1)C1C=CC=CC=1>[OH:28][CH:25]([C:13]1[CH:12]=[C:11]([C:8]2[CH:7]=[CH:6][C:5]([CH3:1])=[CH:10][CH:9]=2)[C:20]2[C:19]([CH3:22])([CH3:21])[CH2:18][CH2:17][C:16]([CH3:24])([CH3:23])[C:15]=2[CH:14]=1)[C:26]#[C:27][C:30]1[CH:38]=[CH:37][C:33]([C:34]([OH:36])=[O:35])=[CH:32][CH:31]=1 |^1:44,63|. Procedure: In a similar manner to that of Example 1g, by reacting 300 mg (0.8 mmol) of 1-[4-(4-tert-butylphenyl)-5,5,8,8-tetramethyl-5,6,7,8-tetrahydro-2-naphthyl]prop-2-yn-1-ol with 166 mg (0.7 mmol) of 4-iodobenzoic acid in the presence of 7 mg of copper iodide and 12 mg of bis(triphenylphosphine)dichloropalladium. The desired product is obtained in the form of white crystals (m=280 mg; yield=72%; m.p.=180° C.).